Dataset: the Open Reaction Database (ORD), a public repository of structured organic reaction records. Task: describe an organic reaction: reactants, conditions, products, and yield Reactants: CCOCC, NC(c1ccccc1)c1ccccc1, ClC1=NCCN1. The product is c1ccc(C(N=C2NCCN2)c2ccccc2)cc1. RXN SMILES: [CH2:21]([O:22][CH2:23][CH3:24])[CH3:25].[CH:1]([c:2]1[cH:3][cH:4][cH:5][cH:6][cH:7]1)([c:8]1[cH:9][cH:10][cH:11][cH:12][cH:13]1)[NH2:14].[Cl:15][C:16]1=[N:20][CH2:19][CH2:18][NH:17]1>>[CH:1]([c:2]1[cH:3][cH:4][cH:5][cH:6][cH:7]1)([c:8]1[cH:9][cH:10][cH:11][cH:12][cH:13]1)[N:14]=[C:16]1[NH:17][CH2:18][CH2:19][NH:20]1. Run in O1CCOCC1 (p-dioxane). Reaction SMILES: [C:1]([CH2:4][O:5][C:6]1[CH:7]=[C:8]([CH:11]=[CH:12][CH:13]=1)[CH:9]=[O:10])([OH:3])=O.[NH:14]1[CH2:19][CH2:18][O:17][CH2:16][CH2:15]1>O1CCOCC1>[N:14]1([C:1]([CH2:4][O:5][C:6]2[CH:7]=[C:8]([CH:11]=[CH:12][CH:13]=2)[CH:9]=[O:10])=[O:3])[CH2:19][CH2:18][O:17][CH2:16][CH2:15]1. The reactants are N,N'-carbonyldiimidazole, C(=O)(O)COC=1C=C(C=O)C=CC1 (3-(Carboxymethoxy)benzaldehyde), N1CCOCC1 (morpholine). Run at time 30 minute. The product is N1(CCOCC1)C(=O)COC=1C=C(C=O)C=CC1 (3-[4-morpholinylcarbonylmethoxy]benzaldehyde). Procedure: 3-(Carboxymethoxy)benzaldehyde (1.63 g, 9.05 mmol) was dissolved in p-dioxane (20 ml) and cooled in an ice bath and then N,N'-carbonyldiimidazole (1.9 g) was added in one portion. The reaction mixture was stirred for 30 minutes, then morpholine (0.8 ml) was added and the mixture was warmed to room temperature and stirred until the reaction was complete. The solvent was removed in vacuo, the residue was partitioned between CHCl3 (100 ml) and 2N HCl (75 ml), the layers were separated, and the aque...